Dataset: the Open Reaction Database (ORD), a public repository of structured organic reaction records. Task: describe an organic reaction: reactants, conditions, products, and yield Reactants: [N+](=O)([O-])C1=C(C=CC=C1)C1=CC=NC=C1 (4-(2-nitrophenyl)-pyridine), Cl (HCl). Run in CO (MeOH). Run at temperature 25 celsius, time 15 hour. The product is N1=CC=C(C=C1)C1=C(C=CC=C1)N (2-(4-Pyridyl)phenylamine). Reaction SMILES: [N+:1]([C:4]1[CH:9]=[CH:8][CH:7]=[CH:6][C:5]=1[C:10]1[CH:15]=[CH:14][N:13]=[CH:12][CH:11]=1)([O-])=O.Cl>CO>[N:13]1[CH:14]=[CH:15][C:10]([C:5]2[CH:6]=[CH:7][CH:8]=[CH:9][C:4]=2[NH2:1])=[CH:11][CH:12]=1. Procedure: To a 500 mL round-bottomed flask was added a solution of 4-(2-nitrophenyl)-pyridine (Step a) (7.1 g, 36 mmol) in MeOH (300 mL). The solution was treated dropwise with concd HCl (6.7 mL, 84 mmol) and purged with N2. Pd/C (10%, Aldrich) (2.5 g) was added, H2 was introduced and the suspension was magnetically stirred under atmospheric H2 pressure for 15 h at 25° C. The suspension was purged with N2, filtered through Celite® (Aldrich) (25 g) and the filter cake was washed with MeOH (400 mL). The fil... Reactants: N1N=NN=C1 (1-H-tetrazole), C(C)N(P([O-])[O-])CC (N,N diethylphosphoramidite), N(=[N+]=[N-])[C@H]1C[C@@H](O[C@@H]1CO)N1C(=O)NC(=O)C(C)=C1 (3'azido-3'deoxythymidine), O1CCCC1 (tetrahydrofuran). Product: CC1=CN(C(=O)NC1=O)[C@H]2C[C@@H]([C@H](O2)COC(=O)C3=CN(C=CC3)C)N=[N+]=[N-] (AZT Prodrug). As a reaction SMILES: N1[CH:5]=NN=N1.[CH2:6]([N:8]([CH2:12]C)P([O-])[O-])C.[N:14]([C@@H:17]1[C@@H:21]([CH2:22][OH:23])[O:20][C@@H:19]([N:24]2[CH:32]=[C:30]([CH3:31])[C:28](=[O:29])[NH:27][C:25]2=[O:26])[CH2:18]1)=[N+:15]=[N-:16].[O:33]1[CH2:37][CH2:36][CH2:35][CH2:34]1>>[CH3:31][C:30]1[C:28](=[O:29])[NH:27][C:25](=[O:26])[N:24]([C@@H:19]2[O:20][C@H:21]([CH2:22][O:23][C:37]([C:36]3[CH2:35][CH:34]=[CH:5][N:8]([CH3:12])[CH:6]=3)=[O:33])[C@@H:17]([N:14]=[N+:15]=[N-:16])[CH2:18]2)[CH:32]=1. Reported procedure: 1-H-tetrazole (462 mg, 6.60 mMoles) was added to 2.00 grams of the N,N diethylphosphoramidite (Structure 6) and to 3'azido-3'deoxythymidine (707 mg, 2.63 mMoles) in 10 ml of anhydrous tetrahydrofuran. (The AZT provided by Aldrich contained 0.085 moles water per mole of AZT.) After 1.5 hours the solution was cooled to -40° C. and a solution of 3-chloroperoxybenzoic acid (873 mg, 4.3 mMoles as 85% reagent) in 15 ml of dry methylene chloride was added rapidly in a dropwise fashion. External cooling... Reactants: Cl (HCl), C(C)(=O)OCCCCN1C(=S)NC(=O)C(=C1S(=O)C)CC (1-(4-acetoxybutyl)-5-ethyl-6-(methylsulfinyl)-2-thiouracil), C1(=CC=CC=C1)[SeH] (benzeneselenol), [OH-].[Na+] (NaOH). The solvent is CCO (EtOH), CCO (EtOH). Reaction conditions: time 2 hour. The product is C(C)C=1C(NC(N(C1[Se]C1=CC=CC=C1)CCCCO)=S)=O (5-ethyl-1-(4-hydroxybutyl)-6-(phenylselenenyl)-2-thiouracil). Yield: 60.0%. Reaction SMILES: C([O:4][CH2:5][CH2:6][CH2:7][CH2:8][N:9]1[C:16](S(C)=O)=[C:15]([CH2:20][CH3:21])[C:13](=[O:14])[NH:12][C:10]1=[S:11])(=O)C.[C:22]1([SeH:28])[CH:27]=[CH:26][CH:25]=[CH:24][CH:23]=1.[OH-].[Na+].Cl>CCO>[CH2:20]([C:15]1[C:13](=[O:14])[NH:12][C:10](=[S:11])[N:9]([CH2:8][CH2:7][CH2:6][CH2:5][OH:4])[C:16]=1[Se:28][C:22]1[CH:27]=[CH:26][CH:25]=[CH:24][CH:23]=1)[CH3:21] |f:2.3|. Reported procedure: To a stirred suspension of 1-(4-acetoxybutyl)-5-ethyl-6-(methylsulfinyl)-2-thiouracil (0.33 g, 1.00 mmol) and benzeneselenol (0.11 mL, 1.04 mmol) in EtOH (5 mL) was added 1N methanolic NaOH solution (3.00 mL) at room temperature under a nitrogen atmosphere. After the mixture was stirred for 2 h, 3N HCl in EtOH (1.00 mL) was added and the reaction mixture was evaporated to dryness. The residue was purified by flash column chromatography on silica gel with MeOH-CHCl3 (5:95) as eluent to give 0.23 ... Reactants: C1(=CC=CC=C1)C1=C(C=CC(=N1)C(=O)OCC)C1=CC=C(C=C1)C(F)(F)F (ethyl 6-phenyl-5-(4-trifluoromethylphenyl)-pyridine-2-carboxylate), C1(=CC=CC=C1)C1=C(C=CC(=N1)C(=O)OCC)C1=CC=C(C=C1)C(F)(F)F (ethyl 6-phenyl-5-(4-trifluoromethylphenyl)-pyridine-2-carboxylate). Reagents/catalysts: OS(=O)(=O)O (H2SO4). Run in CO (MeOH). Product: C1(=CC=CC=C1)C1=C(C=CC(=N1)C(=O)OC)C1=CC=C(C=C1)C(F)(F)F (Methyl 6-Phenyl-5-(4-trifluoromethylphenyl)-pyridine-2-carboxylate). As a reaction SMILES: [C:1]1([C:7]2[N:12]=[C:11]([C:13]([O:15][CH2:16]C)=[O:14])[CH:10]=[CH:9][C:8]=2[C:18]2[CH:23]=[CH:22][C:21]([C:24]([F:27])([F:26])[F:25])=[CH:20][CH:19]=2)[CH:6]=[CH:5][CH:4]=[CH:3][CH:2]=1>OS(O)(=O)=O.CO>[C:1]1([C:7]2[N:12]=[C:11]([C:13]([O:15][CH3:16])=[O:14])[CH:10]=[CH:9][C:8]=2[C:18]2[CH:19]=[CH:20][C:21]([C:24]([F:27])([F:25])[F:26])=[CH:22][CH:23]=2)[CH:6]=[CH:5][CH:4]=[CH:3][CH:2]=1. Procedure details: Following General Procedure E, ethyl 6-phenyl-5-(4-trifluoromethylphenyl)-pyridine-2-carboxylate (Compound 25, 110 mg, 0.29 mmol) and conc. H2SO4 (5 drops) in MeOH (5 ml) were reacted to produce the title compound as a white solid. The reactants are OCC(O)CO (glycerol), C(CCCCCCCCCCCCCCCCC)(=O)[O-].[Zn+2].C(CCCCCCCCCCCCCCCCC)(=O)[O-] (zinc stearate). Solvent: C(C)(=O)O (acetic acid). The product is C(CCCCCCCCCCCCCCCCC)(=O)[O-].[Zn+2].C(CCCCCCCCCCCCCCCCC)(=O)[O-] (Zinc stearate), [O-2].[Zn+2] (zinc oxide). RXN SMILES: [OH:1]CC(CO)O.[C:7]([O-:26])(=[O:25])[CH2:8][CH2:9][CH2:10][CH2:11][CH2:12][CH2:13][CH2:14][CH2:15][CH2:16][CH2:17][CH2:18][CH2:19][CH2:20][CH2:21][CH2:22][CH2:23][CH3:24].[Zn+2:27].[C:28]([O-:47])(=[O:46])[CH2:29][CH2:30][CH2:31][CH2:32][CH2:33][CH2:34][CH2:35][CH2:36][CH2:37][CH2:38][CH2:39][CH2:40][CH2:41][CH2:42][CH2:43][CH2:44][CH3:45]>C(O)(=O)C>[C:7]([O-:26])(=[O:25])[CH2:8][CH2:9][CH2:10][CH2:11][CH2:12][CH2:13][CH2:14][CH2:15][CH2:16][CH2:17][CH2:18][CH2:19][CH2:20][CH2:21][CH2:22][CH2:23][CH3:24].[Zn+2:27].[C:28]([O-:47])(=[O:46])[CH2:29][CH2:30][CH2:31][CH2:32][CH2:33][CH2:34][CH2:35][CH2:36][CH2:37][CH2:38][CH2:39][CH2:40][CH2:41][CH2:42][CH2:43][CH2:44][CH3:45].[O-2:1].[Zn+2:27] |f:1.2.3,5.6.7,8.9|. Procedure details: The procedure of Example 1 was essentially repeated using glycerol (66.67 cm3) and acetic acid (0.064 g; to pH 4.8) but with zinc stearate (16.67 g) instead of zinc oxide. Zinc stearate does not form zinc oxide under the reaction conditions employed. The slurry was heated at 100° C. for 2 hours, centrifuged with 4 washes, and dried at 80° C. to produce a white powder. From analysis using IR spectroscopy it was found that no glycerato complex was obtained. Starting materials: COS(=O)(=O)OC, CS(C)=O, Cn1c(N)cc(=O)n(C)c1=O, [Na+], [OH-], O, S=C=S. Product: CSC(=S)c1c(N)n(C)c(=O)n(C)c1=O. Reaction SMILES: [CH3:17][O:18][S:19]([O:20][CH3:21])(=[O:22])=[O:23].[CH3:24][S:25]([CH3:26])=[O:27].[NH2:1][c:2]1[cH:3][c:4](=[O:11])[n:5]([CH3:10])[c:6](=[O:9])[n:7]1[CH3:8].[Na+:13].[OH-:12].[OH2:28].[S:14]=[C:15]=[S:16]>>[NH2:1][c:2]1[c:3]([C:15](=[S:14])[S:16][CH3:17])[c:4](=[O:11])[n:5]([CH3:10])[c:6](=[O:9])[n:7]1[CH3:8]. The reactants are CS(=O)(=O)OCCCN1C(=CC=C1)CC#N (1-(3-methansulfonyloxypropyl)pyrrol-2-acetonitrile), [I-].[Na+] (sodium iodide), O (water), CCCCCC.C(C)(=O)OCC (hexane ethyl acetate). Solvent: C(C)#N (acetonitrile). Yields the product ICCCN1C(=CC=C1)CC#N (1-(3-iodopropyl)pyrrol-2-acetonitrile). RXN SMILES: CS(O[CH2:6][CH2:7][CH2:8][N:9]1[CH:13]=[CH:12][CH:11]=[C:10]1[CH2:14][C:15]#[N:16])(=O)=O.[I-:17].[Na+].CCCCCC.C(OCC)(=O)C.O>C(#N)C>[I:17][CH2:6][CH2:7][CH2:8][N:9]1[CH:13]=[CH:12][CH:11]=[C:10]1[CH2:14][C:15]#[N:16] |f:1.2,3.4|. Procedure: A solution of 8 g. of 1-(3-methansulfonyloxypropyl)pyrrol-2-acetonitrile (0.33 moles) in dry acetonitrile (270 ml.) containing dry sodium iodide (12.2 g., 0.081 moles) is stirred under reflux for 40 min. (t.l.c., silica gel, hexane-ethyl acetate, 1:1). The reaction is cooled to 40°, water (50 ml.) is added, and the solvent is then removed in vacuo almost to dryness. To the residue is added saturated sodium chloride solution (300 ml.) and dichloromethane (350 ml.). The organic phase is separated ...